The task is: describe an organic reaction: reactants, conditions, products, and yield. This data is from the Open Reaction Database (ORD), a public repository of structured organic reaction records. Reactants: C1CCOC1, OC1CCN(c2ncc(C(F)(F)F)cn2)CC1, c1ccc(P(c2ccccc2)c2ccccc2)cc1, Cc1ncccc1OCc1cnn[nH]1. The product is Cc1ncccc1OCc1cnn(C2CCN(c3ncc(C(F)(F)F)cn3)CC2)n1. Reaction SMILES: [CH2:51]1[O:52][CH2:53][CH2:54][CH2:55]1.[F:15][C:16]([c:17]1[cH:18][n:19][c:20]([N:23]2[CH2:24][CH2:25][CH:26]([OH:29])[CH2:27][CH2:28]2)[n:21][cH:22]1)([F:30])[F:31].[c:32]1([P:33]([c:34]2[cH:35][cH:36][cH:37][cH:38][cH:39]2)[c:40]2[cH:41][cH:42][cH:43][cH:44][cH:45]2)[cH:46][cH:47][cH:48][cH:49][cH:50]1.[nH:1]1[n:2][n:3][cH:4][c:5]1[CH2:6][O:7][c:8]1[c:9]([CH3:14])[n:10][cH:11][cH:12][cH:13]1>>[n:1]1[n:2]([CH:26]2[CH2:25][CH2:24][N:23]([c:20]3[n:19][cH:18][c:17]([C:16]([F:15])([F:30])[F:31])[cH:22][n:21]3)[CH2:28][CH2:27]2)[n:3][cH:4][c:5]1[CH2:6][O:7][c:8]1[c:9]([CH3:14])[n:10][cH:11][cH:12][cH:13]1. Starting materials: CC1=NOC(=C1)C=CC1=C(C=CC=C1)OCC1CO1 (3-methyl-5-[2-(2,3-epoxypropoxy)-styryl]-isoxazole), C(C)(C)(C)N (tert.-butylamine). The product is CC1=NOC(=C1)C=CC1=C(C=CC=C1)OCC(CNC(C)(C)C)O (3-Methyl-5-[2-(2-hydroxy-3-tert.-butylaminopropoxy)-styryl]-isoxazole). Reaction SMILES: [CH3:1][C:2]1[CH:6]=[C:5]([CH:7]=[CH:8][C:9]2[CH:14]=[CH:13][CH:12]=[CH:11][C:10]=2[O:15][CH2:16][CH:17]2[O:19][CH2:18]2)[O:4][N:3]=1.[C:20]([NH2:24])([CH3:23])([CH3:22])[CH3:21]>>[CH3:1][C:2]1[CH:6]=[C:5]([CH:7]=[CH:8][C:9]2[CH:14]=[CH:13][CH:12]=[CH:11][C:10]=2[O:15][CH2:16][CH:17]([OH:19])[CH2:18][NH:24][C:20]([CH3:23])([CH3:22])[CH3:21])[O:4][N:3]=1. Reported procedure: This compound is obtained by the method described for Example 1 from 5.0 g (0.019 mole) of 3-methyl-5-[2-(2,3-epoxypropoxy)-styryl]-isoxazole and 1.56 g (0.2 mole) of tert.-butylamine. 3.1 g (48% of theory) of colorless crystals, melting point 83°-85° C. Starting materials: NC=1C(N(N=C(C1)Cl)C)=O (4-amino-6-chloro-2-methylpyridazin-3 (2H)-one), IN1C(CCC1=O)=O (N-iodosuccinimide). Run in C(C)#N (acetonitrile). Yields the product NC=1C(N(N=C(C1I)Cl)C)=O (4-amino-6-chloro-5-iodo-2-methylpyridazin-3 (2H)-one). Yield: 86.1%. Reaction SMILES: [NH2:1][C:2]1[C:3](=[O:10])[N:4]([CH3:9])[N:5]=[C:6]([Cl:8])[CH:7]=1.[I:11]N1C(=O)CCC1=O>C(#N)C>[NH2:1][C:2]1[C:3](=[O:10])[N:4]([CH3:9])[N:5]=[C:6]([Cl:8])[C:7]=1[I:11]. Reported procedure: A mixture of Example 74a (2.12 g, 13.3 mmol) and N-iodosuccinimide (5.38 g, 23.9 mmol) in acetonitrile (30 mL) was heated under reflux for 6 hours. The reaction mixture was cooled to room temperature and partitioned between ethyl acetate and water. The aqueous layer was extracted with additional ethyl acetate twice. The combined organic layers were washed with brine, dried over anhydrous magnesium sulfate, filtered, and concentrated. The residue was purified by flash chromatography on silica gel... The reactants are O=C([O-])[O-], [K+], [K+], CC1(C)OB(c2ccc([N+](=O)[O-])c3c2oc2ccccc23)OC1(C)C, O=c1cc(N2CCOCC2)oc2c(OS(=O)(=O)C(F)(F)F)cccc12, C1COCCO1, [Pd], c1ccc(P(c2ccccc2)c2ccccc2)cc1, c1ccc(P(c2ccccc2)c2ccccc2)cc1, c1ccc(P(c2ccccc2)c2ccccc2)cc1, c1ccc(P(c2ccccc2)c2ccccc2)cc1. Product: O=c1cc(N2CCOCC2)oc2c(-c3ccc([N+](=O)[O-])c4c3oc3ccccc34)cccc12. As a reaction SMILES: [C:51](=[O:52])([O-:53])[O-:54].[K+:55].[K+:56].[N+:1](=[O:2])([O-:3])[c:4]1[cH:5][cH:6][c:7]([B:17]2[O:18][C:19]([CH3:20])([CH3:21])[C:22]([CH3:23])([CH3:24])[O:25]2)[c:8]2[o:9][c:10]3[c:11]([c:12]12)[cH:13][cH:14][cH:15][cH:16]3.[O:26]1[CH2:27][CH2:28][N:29]([c:32]2[o:33][c:34]3[c:35]([c:36](=[O:38])[cH:37]2)[cH:39][cH:40][cH:41][c:42]3[O:43][S:44]([C:45]([F:46])([F:47])[F:48])(=[O:49])=[O:50])[CH2:30][CH2:31]1.[O:57]1[CH2:58][CH2:59][O:60][CH2:61][CH2:62]1.[Pd:63].[c:102]1([P:103]([c:104]2[cH:105][cH:106][cH:107][cH:108][cH:109]2)[c:110]2[cH:111][cH:112][cH:113][cH:114][cH:115]2)[cH:116][cH:117][cH:118][cH:119][cH:120]1.[c:121]1([P:122]([c:123]2[cH:124][cH:125][cH:126][cH:127][cH:128]2)[c:129]2[cH:130][cH:131][cH:132][cH:133][cH:134]2)[cH:135][cH:136][cH:137][cH:138][cH:139]1.[c:64]1([P:65]([c:66]2[cH:67][cH:68][cH:69][cH:70][cH:71]2)[c:72]2[cH:73][cH:74][cH:75][cH:76][cH:77]2)[cH:78][cH:79][cH:80][cH:81][cH:82]1.[c:83]1([P:84]([c:85]2[cH:86][cH:87][cH:88][cH:89][cH:90]2)[c:91]2[cH:92][cH:93][cH:94][cH:95][cH:96]2)[cH:97][cH:98][cH:99][cH:100][cH:101]1>>[N+:1](=[O:2])([O-:3])[c:4]1[cH:5][cH:6][c:7](-[c:42]2[c:34]3[o:33][c:32]([N:29]4[CH2:28][CH2:27][O:26][CH2:31][CH2:30]4)[cH:37][c:36](=[O:38])[c:35]3[cH:39][cH:40][cH:41]2)[c:8]2[o:9][c:10]3[c:11]([c:12]12)[cH:13][cH:14][cH:15][cH:16]3. The product is ClC1=CC(=C(CN2N=CC3=CC(=CC=C23)\C=C/2\C(N(C(S2)=O)C[C@H]2CN3[C@H](CO2)CCC3)=O)C=C1)C(F)(F)F ((5Z)-5-({1-[4-Chloro-2-(trifluoromethyl)benzyl]-1H-indazol-5-yl}methylidene)-3-[(3R,8aS)-hexahydro-1H-pyrrolo[2,1-c][1,4]oxazin-3-ylmethyl]-1,3-thiazolidine-2,4-dione). RXN SMILES: [Cl:1][C:2]1[CH:25]=[CH:24][C:5]([CH2:6][N:7]2[C:15]3[C:10](=[CH:11][C:12](/[CH:16]=[C:17]4/[C:18](=[O:23])[NH:19][C:20](=[O:22])[S:21]/4)=[CH:13][CH:14]=3)[CH:9]=[N:8]2)=[C:4]([C:26]([F:29])([F:28])[F:27])[CH:3]=1.[CH2:30]1[C@@H:35]2[CH2:36][CH2:37][CH2:38][N:34]2[CH2:33][C@H:32]([CH2:39]O)[O:31]1>>[Cl:1][C:2]1[CH:25]=[CH:24][C:5]([CH2:6][N:7]2[C:15]3[C:10](=[CH:11][C:12](/[CH:16]=[C:17]4/[C:18](=[O:23])[N:19]([CH2:39][C@@H:32]5[O:31][CH2:30][C@@H:35]6[CH2:36][CH2:37][CH2:38][N:34]6[CH2:33]5)[C:20](=[O:22])[S:21]/4)=[CH:13][CH:14]=3)[CH:9]=[N:8]2)=[C:4]([C:26]([F:27])([F:29])[F:28])[CH:3]=1. Procedure details: (5Z)-5-({1-[4-Chloro-2-(trifluoromethyl)benzyl]-1H-indazol-5-yl}methylidene)-3-[(3R,8aS)-hexahydro-1H-pyrrolo[2,1-c][1,4]oxazin-3-ylmethyl]-1,3-thiazolidine-2,4-dione was prepared from [(5Z)-5-({1-[4-chloro-2-(trifluoromethyl)benzyl]-1H-indazol-5-yl}methylidene)-2,4-dioxo-1,3-thiazolidine (from Example 1) and [(3R,8aS)-hexahydro-1H-pyrrolo[2,1-c][1,4]oxazin-3-yl]methanol (prepared as described in WO 2004/006846) following General Procedure J. Reactants: ClC1=CC(=C(CN2N=CC3=CC(=CC=C23)\C=C/2\C(NC(S2)=O)=O)C=C1)C(F)(F)F ((5Z)-5-({1-[4-chloro-2-(trifluoromethyl)benzyl]-1H-indazol-5-yl}methylidene)-2,4-dioxo-1,3-thiazolidine), C1O[C@H](CN2[C@H]1CCC2)CO ([(3R,8aS)-hexahydro-1H-pyrrolo[2,1-c][1,4]oxazin-3-yl]methanol). The product is N=C(c1ccc(C(=O)Nc2ccc(Cl)c(-c3ccccn3)c2)cc1)N1CCOCC1. Reactants: C1COCCN1, CCO, N#Cc1ccc(C(=O)Nc2ccc(Cl)c(-c3ccccn3)c2)cc1, CCOC(=N)c1ccc(C(=O)Nc2ccc(Cl)c(-c3ccccn3)c2)cc1, Cl. RXN SMILES: [CH2:53]1[CH2:54][O:55][CH2:56][CH2:57][NH:58]1.[CH3:59][CH2:60][OH:61].[Cl:1][c:2]1[c:3](-[c:19]2[n:20][cH:21][cH:22][cH:23][cH:24]2)[cH:4][c:5]([NH:8][C:9]([c:10]2[cH:11][cH:12][c:13]([C:16]#[N:17])[cH:14][cH:15]2)=[O:18])[cH:6][cH:7]1.[Cl:26][c:27]1[cH:28][cH:29][c:30]([NH:31][C:32]([c:33]2[cH:34][cH:35][c:36]([C:37](=[NH:38])[O:39][CH2:40][CH3:41])[cH:42][cH:43]2)=[O:44])[cH:45][c:46]1-[c:47]1[cH:48][cH:49][cH:50][cH:51][n:52]1.[ClH:25]>>[Cl:1][c:2]1[c:3](-[c:19]2[n:20][cH:21][cH:22][cH:23][cH:24]2)[cH:4][c:5]([NH:8][C:9]([c:10]2[cH:11][cH:12][c:13]([C:16](=[NH:17])[N:58]3[CH2:53][CH2:54][O:55][CH2:56][CH2:57]3)[cH:14][cH:15]2)=[O:18])[cH:6][cH:7]1. Starting materials: CN1CCC(N2CC(C)(C)c3ccc(NC(=O)c4cccnc4F)cc32)CC1, NCc1ccc(F)cc1, [Na+], O=C([O-])O. Product: CN1CCC(N2CC(C)(C)c3ccc(NC(=O)c4cccnc4NCc4ccc(F)cc4)cc32)CC1. RXN SMILES: [CH3:1][C:2]1([CH3:28])[CH2:3][N:4]([CH:21]2[CH2:22][CH2:23][N:24]([CH3:27])[CH2:25][CH2:26]2)[c:5]2[cH:6][c:7]([NH:11][C:12]([c:13]3[c:14]([F:19])[n:15][cH:16][cH:17][cH:18]3)=[O:20])[cH:8][cH:9][c:10]21.[F:34][c:35]1[cH:36][cH:37][c:38]([CH2:39][NH2:40])[cH:41][cH:42]1.[Na+:33].[O-:29][C:30]([OH:31])=[O:32]>>[CH3:1][C:2]1([CH3:28])[CH2:3][N:4]([CH:21]2[CH2:22][CH2:23][N:24]([CH3:27])[CH2:25][CH2:26]2)[c:5]2[cH:6][c:7]([NH:11][C:12]([c:13]3[c:14]([NH:40][CH2:39][c:38]4[cH:37][cH:36][c:35]([F:34])[cH:42][cH:41]4)[n:15][cH:16][cH:17][cH:18]3)=[O:20])[cH:8][cH:9][c:10]21.